This data is from the Open Reaction Database (ORD), a public repository of structured organic reaction records. The task is: describe an organic reaction: reactants, conditions, products, and yield The reactants are COc1cc(COC2CN(C(=O)OC(C)(C)C)CC(OCC3COC(C)(C)O3)C2c2ccc(O)cc2)cc2ccccc12, COc1ccc(F)cc1COCCCCl. Product: COc1ccc(F)cc1COCCCOc1ccc(C2C(OCc3cc(OC)c4ccccc4c3)CN(C(=O)OC(C)(C)C)CC2OCC2COC(C)(C)O2)cc1. Reaction SMILES: [C:1]([CH3:2])([CH3:3])([CH3:4])[O:5][C:6](=[O:7])[N:8]1[CH2:9][CH:10]([O:35][CH2:36][CH:37]2[O:38][C:39]([CH3:42])([CH3:43])[O:40][CH2:41]2)[CH:11]([c:28]2[cH:29][cH:30][c:31]([OH:34])[cH:32][cH:33]2)[CH:12]([O:14][CH2:15][c:16]2[cH:17][c:18]3[cH:19][cH:20][cH:21][cH:22][c:23]3[c:24]([O:26][CH3:27])[cH:25]2)[CH2:13]1.[Cl:44][CH2:45][CH2:46][CH2:47][O:48][CH2:49][c:50]1[c:51]([O:57][CH3:58])[cH:52][cH:53][c:54]([F:56])[cH:55]1>>[C:1]([CH3:2])([CH3:3])([CH3:4])[O:5][C:6](=[O:7])[N:8]1[CH2:9][CH:10]([O:35][CH2:36][CH:37]2[O:38][C:39]([CH3:42])([CH3:43])[O:40][CH2:41]2)[CH:11]([c:28]2[cH:29][cH:30][c:31]([O:34][CH2:45][CH2:46][CH2:47][O:48][CH2:49][c:50]3[c:51]([O:57][CH3:58])[cH:52][cH:53][c:54]([F:56])[cH:55]3)[cH:32][cH:33]2)[CH:12]([O:14][CH2:15][c:16]2[cH:17][c:18]3[cH:19][cH:20][cH:21][cH:22][c:23]3[c:24]([O:26][CH3:27])[cH:25]2)[CH2:13]1.